Task: describe an organic reaction: reactants, conditions, products, and yield. Dataset: the Open Reaction Database (ORD), a public repository of structured organic reaction records Reactants: CSCCC(NC(=O)OC(C)(C)C)C(=O)O, O=C(OCc1ccccc1)C1CCCN1, ClCCl, CN(C)C=O, C1CCC(NC2CCCCC2)CC1, Cl, On1nnc2ccccc21. Yields the product CSCCC(NC(=O)OC(C)(C)C)C(=O)N1CCCC1C(=O)OCc1ccccc1. RXN SMILES: [C:14]([CH3:15])([CH3:16])([CH3:17])[O:18][C:19](=[O:20])[NH:21][CH:22]([CH2:23][CH2:24][S:25][CH3:26])[C:27](=[O:28])[OH:29].[CH2:31]([c:32]1[cH:33][cH:34][cH:35][cH:36][cH:37]1)[O:38][C:39]([CH:40]1[NH:41][CH2:42][CH2:43][CH2:44]1)=[O:45].[CH2:61]([Cl:62])[Cl:63].[CH3:56][N:57]([CH3:58])[CH:59]=[O:60].[CH:1]1([NH:2][CH:3]2[CH2:4][CH2:5][CH2:6][CH2:7][CH2:8]2)[CH2:9][CH2:10][CH2:11][CH2:12][CH2:13]1.[ClH:30].[OH:46][n:47]1[c:48]2[c:49]([cH:50][cH:51][cH:52][cH:53]2)[n:54][n:55]1>>[C:14]([CH3:15])([CH3:16])([CH3:17])[O:18][C:19](=[O:20])[NH:21][CH:22]([CH2:23][CH2:24][S:25][CH3:26])[C:27](=[O:29])[N:41]1[CH:40]([C:39]([O:38][CH2:31][c:32]2[cH:33][cH:34][cH:35][cH:36][cH:37]2)=[O:45])[CH2:44][CH2:43][CH2:42]1.